This data is from the Open Reaction Database (ORD), a public repository of structured organic reaction records. The task is: describe an organic reaction: reactants, conditions, products, and yield Reactants: Cc1ccc(-c2ccccc2C=O)cc1, CC(=O)[O-], CC(=O)O, C[N+](=O)[O-], [NH4+], O. Reaction SMILES: [CH3:1][c:2]1[cH:3][cH:4][c:5](-[c:8]2[c:9]([CH:14]=[O:15])[cH:10][cH:11][cH:12][cH:13]2)[cH:6][cH:7]1.[CH3:21][C:22](=[O:23])[O-:24].[CH3:25][C:26](=[O:27])[OH:28].[N+:16](=[O:17])([O-:18])[CH3:19].[NH4+:20].[OH2:29]>>[CH3:1][c:2]1[cH:3][cH:4][c:5](-[c:8]2[c:9]([CH:14]=[CH:19][N+:16](=[O:17])[O-:18])[cH:10][cH:11][cH:12][cH:13]2)[cH:6][cH:7]1. Product: Cc1ccc(-c2ccccc2C=C[N+](=O)[O-])cc1. The reactants are O=C1CCCCN1, C1CCOC1, ClCc1cccc2ccccc12, Cl, [H-], [I-], [Na+], [Na+], CN(C)C=O. The product is O=C1CCCCN1Cc1cccc2ccccc12. RXN SMILES: [C:1]1(=[O:7])[CH2:2][CH2:3][CH2:4][CH2:5][NH:6]1.[CH2:25]1[O:26][CH2:27][CH2:28][CH2:29]1.[Cl:10][CH2:11][c:12]1[cH:13][cH:14][cH:15][c:16]2[cH:17][cH:18][cH:19][cH:20][c:21]12.[ClH:24].[H-:8].[I-:23].[Na+:22].[Na+:9].[O:30]=[CH:31][N:32]([CH3:33])[CH3:34]>>[C:1]1(=[O:7])[CH2:2][CH2:3][CH2:4][CH2:5][N:6]1[CH2:11][c:12]1[cH:13][cH:14][cH:15][c:16]2[cH:17][cH:18][cH:19][cH:20][c:21]12. Reactants: Br, CC(=O)O, COc1ccc(C2Sc3cc(Cl)ccc3N(CCN(C)C(=O)OCc3ccccc3)C(=O)C2O)cc1, c1ccccc1. Yields the product CNCCN1C(=O)C(O)C(c2ccc(OC)cc2)Sc2cc(Cl)ccc21. RXN SMILES: [BrH:5].[C:1]([OH:2])(=[O:3])[CH3:4].[CH3:6][O:7][c:8]1[cH:9][cH:10][c:11]([CH:14]2[S:15][c:16]3[c:17]([cH:37][cH:38][c:39]([Cl:41])[cH:40]3)[N:18]([CH2:23][CH2:24][N:25]([CH3:26])[C:27]([O:28][CH2:29][c:30]3[cH:31][cH:32][cH:33][cH:34][cH:35]3)=[O:36])[C:19](=[O:22])[CH:20]2[OH:21])[cH:12][cH:13]1.[cH:42]1[cH:43][cH:44][cH:45][cH:46][cH:47]1>>[CH3:6][O:7][c:8]1[cH:9][cH:10][c:11]([CH:14]2[S:15][c:16]3[c:17]([cH:37][cH:38][c:39]([Cl:41])[cH:40]3)[N:18]([CH2:23][CH2:24][NH:25][CH3:26])[C:19](=[O:22])[CH:20]2[OH:21])[cH:12][cH:13]1. Starting materials: C1(=CC=CC=C1)SCC(=O)O ((phenylsulfanyl)acetic acid), C(C(=O)Cl)(=O)Cl (oxalyl chloride), C12(CC3CC(CC(C1)C3)C2)CN (1-adamantylmethylamine), C(C)(C)N(C(C)C)CC (N,N-diisopropylethylamine). Reagents/catalysts: CN(C)C=O (DMF). Run in ClCCl (dichloromethane), ClCCl (dichloromethane). Conditions: time 2 hour. Yields the product C12(CC3CC(CC(C1)C3)C2)CNC(CSC2=CC=CC=C2)=O (N-(1-adamantylmethyl)-2-(phenylsulfanyl)acetamide). RXN SMILES: [C:1]1([S:7][CH2:8][C:9]([OH:11])=O)[CH:6]=[CH:5][CH:4]=[CH:3][CH:2]=1.C(Cl)(=O)C(Cl)=O.[C:18]12([CH2:28][NH2:29])[CH2:27][CH:22]3[CH2:23][CH:24]([CH2:26][CH:20]([CH2:21]3)[CH2:19]1)[CH2:25]2.C(N(CC)C(C)C)(C)C>ClCCl.CN(C=O)C>[C:18]12([CH2:28][NH:29][C:9](=[O:11])[CH2:8][S:7][C:1]3[CH:2]=[CH:3][CH:4]=[CH:5][CH:6]=3)[CH2:25][CH:24]3[CH2:23][CH:22]([CH2:21][CH:20]([CH2:26]3)[CH2:19]1)[CH2:27]2. Reported procedure: A room temperature solution of (phenylsulfanyl)acetic acid (1.68 g, 10.0 mmol) in dichloromethane (10 mL) was treated with 2M oxalyl chloride in dichloromethane (8 mL, 16.0 mmol) and DMF (1 drop), stirred for 2 hours, concentrated, dissolved in dichloromethane (10 mL), treated with 1-adamantylmethylamine (1.65 g, 10.0 mmol) and N,N-diisopropylethylamine (2.1 mL, 12.0 mmol), and stirred for 1 hour. The mixture was filtered through a pad of silica gel (20 g) and concentrated to provide the desired... Reactants: O=C([O-])[O-], COC(=O)c1cc(C#N)ccc1O, CC(C)=O, O=S(=O)(OCC(F)(F)F)C(F)(F)F, [K+], [K+]. The product is COC(=O)c1cc(C#N)ccc1OCC(F)(F)F. As a reaction SMILES: [C:14](=[O:15])([O-:16])[O-:17].[C:1](#[N:2])[c:3]1[cH:4][cH:5][c:6]([OH:13])[c:7]([C:8](=[O:9])[O:10][CH3:11])[cH:12]1.[CH3:33][C:34](=[O:35])[CH3:36].[F:20][C:21]([F:22])([F:23])[S:24]([O:25][CH2:26][C:27]([F:28])([F:29])[F:30])(=[O:31])=[O:32].[K+:18].[K+:19]>>[C:1](#[N:2])[c:3]1[cH:4][cH:5][c:6]([O:13][CH2:26][C:27]([F:28])([F:29])[F:30])[c:7]([C:8](=[O:9])[O:10][CH3:11])[cH:12]1. Procedure details: 3-Iodo-4-methyl benzoic acid methyl ester was treated with hydrazine to form 3-Iodo-4-methyl benzoic acid hydrazide. 2-(3-Iodo-4-methyl-phenyl)-[1,3,4]oxadiazole was prepared from 3-iodo-4-methyl benzoic acid hydrazide according to a method analogous to that described in J. of Medicinal Chemistry (2001), 44(8): 1268-85, the entire teachings of which are incorporated herein by reference. Compounds 46, 68, 69, 70, and 71 were prepared via an amide coupling reaction analogous to that described in s... The reactants are COC(C1=CC(=C(C=C1)C)I)=O (3-Iodo-4-methyl benzoic acid methyl ester), NN (hydrazine). RXN SMILES: C[O:2][C:3](=O)[C:4]1[CH:9]=[CH:8][C:7]([CH3:10])=[C:6]([I:11])[CH:5]=1.[NH2:13][NH2:14]>>[I:11][C:6]1[CH:5]=[C:4]([CH:9]=[CH:8][C:7]=1[CH3:10])[C:3]([NH:13][NH2:14])=[O:2]. Yields the product IC=1C=C(C(=O)NN)C=CC1C (3-Iodo-4-methyl benzoic acid hydrazide). Starting materials: Cl.ClC=1N=C(NC1CC)C(=O)N[C@@H]1[C@@H](CNCC1)OC (cis(±)-4-chloro-5-ethyl-N-(3-methoxypiperidin-4-yl)-1H-imidazole-2-carboxamide hydrochloride), FC1=CC=C(C=N1)C(=O)OC (methyl 6-fluoropyridine-3-carboxylate), C(C)(C)N(CC)C(C)C (diisopropylethylamine). The product is ClC=1N=C(NC1CC)C(=O)N[C@@H]1[C@@H](CN(CC1)C1=CC=C(C=N1)C(=O)OC)OC (Methyl cis(±)-6-(4-{[(4-chloro-5-ethyl-1H-imidazol-2-yl)carbonyl]amino}-3-methoxypiperidin-1-yl)pyridine-3-carboxylate). The yield is 96.3%. As a reaction SMILES: Cl.[Cl:2][C:3]1[N:4]=[C:5]([C:10]([NH:12][C@H:13]2[CH2:18][CH2:17][NH:16][CH2:15][C@H:14]2[O:19][CH3:20])=[O:11])[NH:6][C:7]=1[CH2:8][CH3:9].F[C:22]1[N:27]=[CH:26][C:25]([C:28]([O:30][CH3:31])=[O:29])=[CH:24][CH:23]=1.C(N(C(C)C)CC)(C)C>>[Cl:2][C:3]1[N:4]=[C:5]([C:10]([NH:12][C@H:13]2[CH2:18][CH2:17][N:16]([C:22]3[N:27]=[CH:26][C:25]([C:28]([O:30][CH3:31])=[O:29])=[CH:24][CH:23]=3)[CH2:15][C@H:14]2[O:19][CH3:20])=[O:11])[NH:6][C:7]=1[CH2:8][CH3:9] |f:0.1|. Reported procedure: The same operation as in Example (158a) was performed using cis(±)-4-chloro-5-ethyl-N-(3-methoxypiperidin-4-yl)-1H-imidazole-2-carboxamide hydrochloride obtained in Example (159a) (104 mg, 0.32 mmol), methyl 6-fluoropyridine-3-carboxylate (50 mg, 0.32 mmol) and diisopropylethylamine (125 mg, 0.97 mmol), to obtain 130 mg of the title compound as a yellow brown oily substance (96%). Starting materials: C(CCCCCCCCCCCCC)(=O)O (Myristic acid), C(CCCCCCCCCCCCC)(=O)O (Myristic acid), [OH-].[Na+] (sodium hydroxide), [Cl-].[Na+] (sodium chloride). Solvent: O (water). Product: C(CCCCCCCCCCCCC)(=O)[O-].[Na+] (sodium Myristate). Reaction SMILES: [C:1]([OH:16])(=[O:15])[CH2:2][CH2:3][CH2:4][CH2:5][CH2:6][CH2:7][CH2:8][CH2:9][CH2:10][CH2:11][CH2:12][CH2:13][CH3:14].[OH-].[Na+:18].[Cl-].[Na+]>O>[C:1]([O-:16])(=[O:15])[CH2:2][CH2:3][CH2:4][CH2:5][CH2:6][CH2:7][CH2:8][CH2:9][CH2:10][CH2:11][CH2:12][CH2:13][CH3:14].[Na+:18] |f:1.2,3.4,6.7|. Procedure details: Melt Myristic acid at 65° C. Separately heat water, sodium hydroxide and sodium chloride at 80° C. When at temperature, add to Myristic acid to form sodium Myristate, mix gently until reacted. Add surfactants (Cocoamidopropyl Betaine and Sodium Lauryl Sarcosinate) and mix until dissolved. Add glycerine and SDBAC & mix for 10 minutes. Add petrolatum and mix at low speed to avoid shearing into small particle size. Allow to cool & set. Re-melt temperature is around 70° C.